From a dataset of the Open Reaction Database (ORD), a public repository of structured organic reaction records. describe an organic reaction: reactants, conditions, products, and yield Reactants: C(CCCCCCC\C=C/C\C=C/CCCCC)(=O)OC (methyl linoleate), [Co](F)F (cobalt fluoride), N1=C(C=CC=C1)C(=O)O (picolinic acid), CCCCCCCCCC (decane). The reagents and catalysts are Tween 20, Tween 20. Solvent: P(=O)([O-])([O-])[O-] (phosphate), P(=O)([O-])([O-])[O-] (phosphate). Product: [Co](F)F.N1=C(C=CC=C1)C(=O)O (cobalt fluoride picolinic acid). RXN SMILES: CCCCCCCCCC.C(OC)(=O)CCCCCCC/C=C\C/C=C\CCCCC.[Co:32]([F:34])[F:33].[N:35]1[CH:40]=[CH:39][CH:38]=[CH:37][C:36]=1[C:41]([OH:43])=[O:42]>P([O-])([O-])([O-])=O>[Co:32]([F:34])[F:33].[N:35]1[CH:40]=[CH:39][CH:38]=[CH:37][C:36]=1[C:41]([OH:43])=[O:42] |f:5.6|. Reported procedure: Reagents and Standards Preparation. Emulsion blank was prepared from 20 mL of phosphate buffer (pH 7.5), 2 mL of decane, and 10 drops of Tween 20 by emulsifying using a homogenizer. This blank was used to dissolve emulsion samples as well as for dilution. 2 mL of methyl linoleate and 10 drops of Tween 20 were added into 20 mL of 2.81 mM DHR-6G, and emulsified using a homogenizer to prepare 2.1 μM DHR-6G working solution in emulsion condition. 0.015 g of cobalt fluoride and 0.0219 g picolinic aci... The reactants are CC(C)O, O=S(Cl)Cl, O=C(O)c1c[nH]cn1. Product: CC(C)OC(=O)c1c[nH]cn1. Reaction SMILES: [CH3:13][CH:14]([CH3:15])[OH:16].[S:9]([Cl:10])([Cl:11])=[O:12].[nH:1]1[cH:2][n:3][c:4]([C:6](=[O:7])[OH:8])[cH:5]1>>[nH:1]1[cH:2][n:3][c:4]([C:6]([O:7][CH:14]([CH3:13])[CH3:15])=[O:8])[cH:5]1. Reactants: COC(=O)c1ccccc1S(=O)(=O)n1cc(CN(C)C(=O)OC(C)(C)C)cc1-c1ccccc1, CO, Cl, [Na+], C1CCOC1, [OH-]. The product is CN(Cc1cc(-c2ccccc2)n(S(=O)(=O)c2ccccc2C(=O)O)c1)C(=O)OC(C)(C)C. Reaction SMILES: [C:1]([CH3:2])([CH3:3])([CH3:4])[O:5][C:6](=[O:7])[N:8]([CH3:9])[CH2:10][c:11]1[cH:12][c:13](-[c:29]2[cH:30][cH:31][cH:32][cH:33][cH:34]2)[n:14]([S:16](=[O:17])(=[O:18])[c:19]2[c:20]([C:21](=[O:22])[O:23][CH3:24])[cH:25][cH:26][cH:27][cH:28]2)[cH:15]1.[CH3:43][OH:44].[ClH:37].[Na+:36].[O:38]1[CH2:39][CH2:40][CH2:41][CH2:42]1.[OH-:35]>>[C:1]([CH3:2])([CH3:3])([CH3:4])[O:5][C:6](=[O:7])[N:8]([CH3:9])[CH2:10][c:11]1[cH:12][c:13](-[c:29]2[cH:30][cH:31][cH:32][cH:33][cH:34]2)[n:14]([S:16](=[O:17])(=[O:18])[c:19]2[c:20]([C:21](=[O:22])[OH:23])[cH:25][cH:26][cH:27][cH:28]2)[cH:15]1. The reactants are OC1=C(C(NC2=CC(=CN=C12)CC1=CC=CC=C1)=O)C(=O)OCC (ethyl 4-hydroxy-2-oxo-7-(phenylmethyl)-1,2-dihydro-1,5-naphthyridine-3-carboxylate), CC(C1=CC=CC=C1)N (α-methylbenzylamine). The product is OC1=C(C(NC2=CC(=CN=C12)CC1=CC=CC=C1)=O)C(=O)NC(C)C1=CC=CC=C1 (4-Hydroxy-2-oxo-N-(1-phenylethyl)-7-(phenylmethyl)-1,2-dihydro-1,5-naphthyridine-3-carboxamide). Reaction SMILES: [OH:1][C:2]1[C:11]2[C:6](=[CH:7][C:8]([CH2:12][C:13]3[CH:18]=[CH:17][CH:16]=[CH:15][CH:14]=3)=[CH:9][N:10]=2)[NH:5][C:4](=[O:19])[C:3]=1[C:20](OCC)=[O:21].[CH3:25][CH:26]([NH2:33])[C:27]1[CH:32]=[CH:31][CH:30]=[CH:29][CH:28]=1>>[OH:1][C:2]1[C:11]2[C:6](=[CH:7][C:8]([CH2:12][C:13]3[CH:14]=[CH:15][CH:16]=[CH:17][CH:18]=3)=[CH:9][N:10]=2)[NH:5][C:4](=[O:19])[C:3]=1[C:20]([NH:33][CH:26]([C:27]1[CH:32]=[CH:31][CH:30]=[CH:29][CH:28]=1)[CH3:25])=[O:21]. Procedure: This compound was prepared from ethyl 4-hydroxy-2-oxo-7-(phenylmethyl)-1,2-dihydro-1,5-naphthyridine-3-carboxylate and α-methylbenzylamine employing methods similar to those described in Example 2 and was obtained as a white solid: 1H NMR (d6-DMSO) δ 12.40 (1H, br), 10.80 (1H, br), 8.35 (1H, br), 7.35-7.24 (1H, m), 5.14 (1H, m), 4.05 (2H, br s), 1.46 (3H, br); HRMS calcd for C24H21N3O3+H+: 400.1661. Found: 400.1670. Starting materials: CN1C=NC2=CC=C(C=C2C1=O)N1CC2C(C1)CN(C2)C(=O)OC(C)(C)C (tert-butyl 5-(3-methyl-4-oxo-3,4-dihydroquinazolin-6-yl)hexahydropyrrolo[3,4-c]pyrrole-2(1H)-carboxylate), CN1C=NC2=CC=C(C=C2C1=O)N1CC2C(C1)CN(C2)C(=O)OC(C)(C)C (tert-butyl 5-(3-methyl-4-oxo-3,4-dihydroquinazolin-6-yl)hexahydropyrrolo[3,4-c]pyrrole-2(1H)-carboxylate), FC(C(=O)O)(F)F (trifluoroacetic acid). Run in CO (methanol), ClCCl (dichloromethane). Run at time 8 hour. The product is C1N(CC2C1CNC2)C=2C=C1C(N(C=NC1=CC2)C)=O (6-(hexahydropyrrolo[3,4-c]pyrrol-2(1H)-yl)-3-methylquinazolin-4(3H)-one). Yield: 95.5%. Reaction SMILES: [CH3:1][N:2]1[C:11](=[O:12])[C:10]2[C:5](=[CH:6][CH:7]=[C:8]([N:13]3[CH2:17][CH:16]4[CH2:18][N:19](C(OC(C)(C)C)=O)[CH2:20][CH:15]4[CH2:14]3)[CH:9]=2)[N:4]=[CH:3]1.FC(F)(F)C(O)=O>ClCCl.CO>[CH2:14]1[CH:15]2[CH2:20][NH:19][CH2:18][CH:16]2[CH2:17][N:13]1[C:8]1[CH:9]=[C:10]2[C:5](=[CH:6][CH:7]=1)[N:4]=[CH:3][N:2]([CH3:1])[C:11]2=[O:12]. Reported procedure: To a solution of tert-butyl 5-(3-methyl-4-oxo-3,4-dihydroquinazolin-6-yl)hexahydropyrrolo[3,4-c]pyrrole-2(1H)-carboxylate (Intermediate 20A) (80 mg, 0.22 mmol) in dichloromethane (2 mL) was added trifluoroacetic acid (0.5 mL) and the reaction allowed to stand overnight. The reaction was diluted with methanol and passed through a scx cartridge (500 mg) to afford 6-(hexahydropyrrolo[3,4-c]pyrrol-2(1H)-yl)-3-methylquinazolin-4(3H)-one (58 mg, 0.21 mmol).